Dataset: the Open Reaction Database (ORD), a public repository of structured organic reaction records. Task: describe an organic reaction: reactants, conditions, products, and yield Starting materials: ClCC(=O)NCC1=CC(=CC=C1)C1=CC2=C(N=CN=C2N[C@H](C)C2=CC=CC=C2)N1 (2-chloro-N-{3-[4-((R)-1-phenyl-ethylamino)-7H-pyrrolo[2,3-d]pyrimidin-6-yl]-benzyl}-acetamide), CNC (dimethylamine). Run in O1CCOCC1 (dioxane), C(C)O (ethanol). Run at temperature 100 celsius. The product is CN(CC(=O)NCC1=CC(=CC=C1)C1=CC2=C(N=CN=C2N[C@H](C)C2=CC=CC=C2)N1)C (2-Dimethylamino-N-{3-[4-((R)-1-phenyl-ethylamino)-7H-pyrrolo[2,3-d]pyrimidin-6-yl]-benzyl}-acetamide). Reaction SMILES: Cl[CH2:2][C:3]([NH:5][CH2:6][C:7]1[CH:12]=[CH:11][CH:10]=[C:9]([C:13]2[NH:30][C:16]3[N:17]=[CH:18][N:19]=[C:20]([NH:21][C@@H:22]([C:24]4[CH:29]=[CH:28][CH:27]=[CH:26][CH:25]=4)[CH3:23])[C:15]=3[CH:14]=2)[CH:8]=1)=[O:4].[CH3:31][NH:32][CH3:33]>O1CCOCC1.C(O)C>[CH3:31][N:32]([CH3:33])[CH2:2][C:3]([NH:5][CH2:6][C:7]1[CH:12]=[CH:11][CH:10]=[C:9]([C:13]2[NH:30][C:16]3[N:17]=[CH:18][N:19]=[C:20]([NH:21][C@@H:22]([C:24]4[CH:29]=[CH:28][CH:27]=[CH:26][CH:25]=4)[CH3:23])[C:15]=3[CH:14]=2)[CH:8]=1)=[O:4]. Procedure details: A mixture of 210 mg (0.5 mmol) 2-chloro-N-{3-[4-((R)-1-phenyl-ethylamino)-7H-pyrrolo[2,3-d]pyrimidin-6-yl]-benzyl}-acetamide in 3 ml dry dioxane is treated with 268 μl (1.5 mmol) of a 5.6 N dimethylamine solution in ethanol (Fluka, Buchs, Switzerland) and then heated to 100 ° C. for 6 h. The clear yellow solution is cooled and the solvent evaporated. The residue is purified by flash chromatography using a mixture of dichloromethane/methanol with gradually increasing concentrations of methanol st... The product is ClC1=CC(=C(C=C1)O)N=CC=1OC(=CC1)C1=C(C=CC=C1)C(F)(F)F (4-chloro-2-{[5-(2-(trifluoromethyl)phenyl)furan-2-yl]methyleneamino}phenol), powder. Reaction SMILES: [NH2:1][C:2]1[CH:7]=[C:6]([Cl:8])[CH:5]=[CH:4][C:3]=1[OH:9].[F:10][C:11]([F:26])([F:25])[C:12]1[CH:17]=[CH:16][CH:15]=[CH:14][C:13]=1[C:18]1[O:22][C:21]([CH:23]=O)=[CH:20][CH:19]=1>>[Cl:8][C:6]1[CH:5]=[CH:4][C:3]([OH:9])=[C:2]([N:1]=[CH:23][C:21]2[O:22][C:18]([C:13]3[CH:14]=[CH:15][CH:16]=[CH:17][C:12]=3[C:11]([F:25])([F:10])[F:26])=[CH:19][CH:20]=2)[CH:7]=1. Procedure details: Using 2-amino-4-chlorophenol and 5-(2-(trifluoromethyl)phenyl)furan-2-carbaldehyde, 3.76 g of 4-chloro-2-{[5-(2-(trifluoromethyl)phenyl)furan-2-yl]methyleneamino}phenol were obtained as a yellow powder (yield 86%). The yield is 86.0%. Starting materials: NC1=C(C=CC(=C1)Cl)O (2-amino-4-chlorophenol), FC(C1=C(C=CC=C1)C1=CC=C(O1)C=O)(F)F (5-(2-(trifluoromethyl)phenyl)furan-2-carbaldehyde). Reactants: C(C1=CC=CC=C1)=NC1=CC=NC=C1 (4-benzylideneaminopyridine), N1=C(C=CC=C1)[Li] (2-pyridyl lithium), BrC1=NC=CC=C1 (2-bromopyridine), hexane-ether. The solvent is CCOCC (ether). Run at time 4 hour. Yields the product N1=C(C=CC=C1)C(C1=CC=CC=C1)NC1=CC=NC=C1 (N-(α-[2-pyridyl]benzyl)-4-pyridinamine). Yield: 34.7%. RXN SMILES: [CH:1](=[N:8][C:9]1[CH:14]=[CH:13][N:12]=[CH:11][CH:10]=1)[C:2]1[CH:7]=[CH:6][CH:5]=[CH:4][CH:3]=1.[N:15]1[CH:20]=[CH:19][CH:18]=[CH:17][C:16]=1[Li].BrC1C=CC=CN=1>CCOCC>[N:15]1[CH:20]=[CH:19][CH:18]=[CH:17][C:16]=1[CH:1]([NH:8][C:9]1[CH:14]=[CH:13][N:12]=[CH:11][CH:10]=1)[C:2]1[CH:3]=[CH:4][CH:5]=[CH:6][CH:7]=1. Procedure details: 4.55 Grams (0.025 mole) of 4-benzylideneaminopyridine in 50 milliliters of dry ether was added dropwise to a stirred solution of 2-pyridyl lithium (prepared from 0.03 mole of butyl lithium and 4.74 grams [0.03 mole] of 2-bromopyridine) in 100 ml. of hexane-ether cooled to -30° C. under nitrogen. A purple precipitate was formed which was stirred for 4 hours while allowing the product to warm up to room temperature. The mixture was poured onto ice and the organic layer was separated and extracted ... The reactants are C(C)O[SiH](OCC)OCC (triethoxysilane), C(C=C)(=O)O.C(C=C)(=O)O.C(C=C)(=O)O.C(O)C(CC)(CO)CO (trimethylolpropane triacrylate), PtCl2 (C6H5CN)2, C(C)O[SiH](OCC)OCC (triethoxysilane). Run in C1(=CC=CC=C1)C (toluene), C1(=CC=CC=C1)C (toluene). Conditions: temperature 60 celsius, time 1 hour. The product is C(O)C(CC)(CO)CO (Trimethylolpropane). As a reaction SMILES: C(O)(=O)C=C.C(O)(=O)C=C.C(O)(=O)C=C.[CH2:16]([C:18]([CH2:23][OH:24])([CH2:21][OH:22])[CH2:19][CH3:20])[OH:17].C(O[SiH](OCC)OCC)C>C1(C)C=CC=CC=1>[CH2:16]([C:18]([CH2:23][OH:24])([CH2:21][OH:22])[CH2:19][CH3:20])[OH:17] |f:0.1.2.3|. Procedure: 100 g (0.34 mol) of trimethylolpropane triacrylate, 50 ml of toluene and 0.016 g of PtCl2 (C6H5CN)2 were charged into a 300-ml, 4-necked flask provided with a stirrer, a thermometer, a cooler, a dropping funnel and an air bubbler, and then the flask was heated to 60° C. After the reaction system reached 60° C., 66.5 g (0.41 mol) of triethoxysilane was dropwise added thereto over one hour, and reaction was continued at 60° C. for further 5 hours. After the end of reaction, toluene and unreacted t... The reactants are N1(CCCCCC1)CCOC1=CC=C(C(=O)C2=C(C=CC3=CC(=CC=C23)OC)OS(=O)(=O)C(F)(F)F)C=C1 (trifluoromethanesulfonic acid 1-[4-(2-azepan-1-yl-ethoxy)-benzoyl]-6-methoxynaphthalen-2-yl ester), FC1=C(C(=CC=C1)F)B(O)O (2,6-difluorophenyl boronic acid), P(=O)([O-])([O-])[O-].[K+].[K+].[K+] (potassium phosphate). The reagents and catalysts are C=1C=CC(=CC1)[P](C=2C=CC=CC2)(C=3C=CC=CC3)[Pd]([P](C=4C=CC=CC4)(C=5C=CC=CC5)C=6C=CC=CC6)([P](C=7C=CC=CC7)(C=8C=CC=CC8)C=9C=CC=CC9)[P](C=1C=CC=CC1)(C=1C=CC=CC1)C=1C=CC=CC1 (tetrakis(triphenylphosphine)palladium). Solvent: CN(C)C=O (DMF). Run at temperature 100 celsius. The product is N1(CCCCCC1)CCOC1=CC=C(C=C1)C(=O)C1=C(C=CC2=CC(=CC=C12)OC)C1=C(C=CC=C1F)F ([4-(2-Azepan-1-yl-ethoxy)-phenyl]-[2-(2,6-difluoro-phenyl)-6-methoxy-naphthalen-1-yl]-methanone). As a reaction SMILES: [N:1]1([CH2:8][CH2:9][O:10][C:11]2[CH:38]=[CH:37][C:14]([C:15]([C:17]3[C:26]4[C:21](=[CH:22][C:23]([O:27][CH3:28])=[CH:24][CH:25]=4)[CH:20]=[CH:19][C:18]=3OS(C(F)(F)F)(=O)=O)=[O:16])=[CH:13][CH:12]=2)[CH2:7][CH2:6][CH2:5][CH2:4][CH2:3][CH2:2]1.[F:39][C:40]1[CH:45]=[CH:44][CH:43]=[C:42]([F:46])[C:41]=1B(O)O.P([O-])([O-])([O-])=O.[K+].[K+].[K+]>C1C=CC([P]([Pd]([P](C2C=CC=CC=2)(C2C=CC=CC=2)C2C=CC=CC=2)([P](C2C=CC=CC=2)(C2C=CC=CC=2)C2C=CC=CC=2)[P](C2C=CC=CC=2)(C2C=CC=CC=2)C2C=CC=CC=2)(C2C=CC=CC=2)C2C=CC=CC=2)=CC=1.CN(C=O)C>[N:1]1([CH2:8][CH2:9][O:10][C:11]2[CH:38]=[CH:37][C:14]([C:15]([C:17]3[C:26]4[C:21](=[CH:22][C:23]([O:27][CH3:28])=[CH:24][CH:25]=4)[CH:20]=[CH:19][C:18]=3[C:41]3[C:40]([F:39])=[CH:45][CH:44]=[CH:43][C:42]=3[F:46])=[O:16])=[CH:13][CH:12]=2)[CH2:2][CH2:3][CH2:4][CH2:5][CH2:6][CH2:7]1 |f:2.3.4.5,^1:61,63,82,101|. Procedure: Charge a flask with trifluoromethanesulfonic acid 1-[4-(2-azepan-1-yl-ethoxy)-benzoyl]-6-methoxynaphthalen-2-yl ester (3.9 g, 7.06 mmol), 2,6-difluorophenyl boronic acid (2.23 g, 14.12 mmol), potassium phosphate (9.0 g, 42.20 mmol) and tetrakis(triphenylphosphine)palladium (0) (1.63 g, 1.40 mmol) followed by 125 mL dry DMF. Heat the mixture under nitrogen at 100° C. for 90 minutes. Cool, filter, evaporate the solvent and purify on an SCX cartridge, eluting with 2N ammonia/methanol. Purify furthe...